From a dataset of the Open Reaction Database (ORD), a public repository of structured organic reaction records. describe an organic reaction: reactants, conditions, products, and yield Starting materials: NC1CCN2CCC3=C(C2C1)C=C(C=C3)C (2-Amino-1,3,4,6,7,11b-hexahydro-10-methyl-2H-benzo[a]quinolizine), CC=1C=CC2=C(C3CC(CCN3CC2)=O)C1 (1,3,4,6,7,11b-hexahydro-10-methyl-2H-benzo[a]quinolizin-2-one), oxime, CS(=O)(=O)Cl (methane sulphonyl chloride). The product is CS(=O)(=O)NC1CCN2CCC3=C(C2C1)C=C(C=C3)C (2-Methanesulphonamido-1,3,4,6,7,11b-hexahydro-10-methyl-2H-benzo[a]quinolizine). Reaction SMILES: [NH2:1][CH:2]1[CH2:11][CH:10]2[N:5]([CH2:6][CH2:7][C:8]3[CH:15]=[CH:14][C:13]([CH3:16])=[CH:12][C:9]=32)[CH2:4][CH2:3]1.CC1C=CC2CCN3C(CC(=O)CC3)C=2C=1.[CH3:33][S:34](Cl)(=[O:36])=[O:35]>>[CH3:33][S:34]([NH:1][CH:2]1[CH2:11][CH:10]2[N:5]([CH2:6][CH2:7][C:8]3[CH:15]=[CH:14][C:13]([CH3:16])=[CH:12][C:9]=32)[CH2:4][CH2:3]1)(=[O:36])=[O:35]. Procedure: 2-Amino-1,3,4,6,7,11b-hexahydro-10-methyl-2H-benzo[a]quinolizine [prepared from 1,3,4,6,7,11b-hexahydro-10-methyl-2H-benzo[a]quinolizin-2-one (Neth.Appln. No. 6,508,468) by reduction of the oxime] is reacted with methane sulphonyl chloride by a process analogous to that of Example 7(a) to give the title compound. The reactants are BrC1=C(C=CC=C1)Br (dibromobenzene), [Mg] (magnesium), BrC1=CC(=CC=C1)Br (1,3-dibromobenzene), [Mg] (Magnesium), C(C)O[Si](OCC)(OCC)OCC (tetraethoxysilane), II (iodine), dibromide. The solvent is O1CCCC1 (tetrahydrofuran), O1CCCC1 (tetrahydrofuran). Conditions: time 770 second. The product is C(C)O[Si](C1=CC(=CC=C1)[Si](OCC)(OCC)OCC)(OCC)OCC (1.3-Di(triethoxysilyl)benzene). RXN SMILES: [Mg].C(O[Si:5]([O:12][CH2:13][CH3:14])([O:9][CH2:10][CH3:11])[O:6][CH2:7][CH3:8])C.II.Br[C:18]1[CH:23]=[CH:22][CH:21]=[C:20](Br)[CH:19]=1.Br[C:26]1[CH:31]=CC=CC=1Br>O1CCCC1>[CH2:13]([O:12][Si:5]([O:6][CH2:7][CH3:8])([O:9][CH2:10][CH3:11])[C:18]1[CH:23]=[CH:22][CH:21]=[C:20]([Si:5]([O:12][CH2:31][CH3:26])([O:9][CH2:10][CH3:11])[O:6][CH2:7][CH3:8])[CH:19]=1)[CH3:14]. Procedure: Magnesium chips (28.0 g, 1.15 mol) and freshly distilled tetraethoxysilane (450 mL, 2 mol) in tetrahydrofuran (750 mL) were placed under nitrogen in a 2 L 3-neck flask equipped with a magnetic stir bar, a condenser, and an additional funnel. A small crystal of iodine was added in order to activate the magnesium. A solution of 1,3-dibromobenzene (100.0 g, 0.424 mol) in tetrahydrofuran (250 mL) was added slowly. When ca. 25 mL of the dibromide had been added, the addition was stopped and stirring ... Starting materials: amino acid, Fmoc Gly, NCC(=O)O (glycine), ester, Fmoc Gly, CC(C)N=C=NC(C)C (DIPCDI), CN(C)C=O (DMF). Reagents/catalysts: CN(C)C=1C=CN=CC1 (DMAP). The product is N[C@@H]([C@@H](C)CC)C(=O)O (Ile). RXN SMILES: [NH2:1][CH2:2][C:3]([OH:5])=[O:4].CC(N=C=N[CH:12]([CH3:14])[CH3:13])C.[CH3:15]N(C=O)C>CN(C1C=CN=CC=1)C>[NH2:1][C@H:2]([C:3]([OH:5])=[O:4])[C@H:14]([CH2:12][CH3:13])[CH3:15]. Procedure details: The incorporation of the first amino acid, in this case glycine, implies the formation of an ester-type link between the handle and the Fmoc Gly derivative. For this kind of incorporation the resin is reacted with 4.1 g (5 equivalents) of Fmoc Gly in the presence of 168 mg (0.5 equivalents) of DMAP and 2.094 ml (5 equivalents) of DIPCDI in DMF for 90". Once the reaction is complete the resin is washed five times with DMF. An amino acid analysis or an acid hydrolysis of the resin gives the ratio ... Reaction SMILES: [C:1]([CH3:2])([CH3:3])([CH3:4])[O:5][C:6](=[O:7])[NH:8][CH:9]1[CH:10]([OH:15])[CH2:11][CH2:12][CH2:13][CH2:14]1.[CH3:22][CH2:23][O:24][CH2:25][CH3:26].[CH4:21].[S:16](=[O:17])(=[O:18])([Cl:19])[Cl:20].[cH:27]1[cH:28][cH:29][n:30][cH:31][cH:32]1>>[C:1]([CH3:2])([CH3:3])([CH3:4])[O:5][C:6](=[O:7])[NH:8][CH:9]1[CH:10]([O:15][S:16](=[O:17])(=[O:18])[CH3:22])[CH2:11][CH2:12][CH2:13][CH2:14]1. The reactants are CC(C)(C)OC(=O)NC1CCCCC1O, CCOCC, C, O=S(=O)(Cl)Cl, c1ccncc1. The product is CC(C)(C)OC(=O)NC1CCCCC1OS(C)(=O)=O. Reactants: BrC=1SC(=C(N1)C(NC=1C=NN(C1C12CCC(C(CC1)O2)NC(=O)OC(C)(C)C)C)=O)NC(OC(C)(C)C)=O (tert-Butyl N-[2-bromo-4-[[5-[2-(tert-butoxycarbonylamino)-8-oxabicyclo[3.2.1]octan-5-yl]-1-methyl-pyrazol-4-yl]carbamoyl]thiazol-5-yl]carbamate), BrC=1SC=C(N1)C(=O)O (2-bromothiazole-4-carboxylic acid), F[C@@H]1CO[C@@H](CC[C@H]1NC(OC(C)(C)C)=O)C1=C(C=NN1C)[N+](=O)[O-] (tert-butyl ((3S,4R,7S)-3-fluoro-7-(1-methyl-4-nitro-1H-pyrazol-5-yl)oxepan-4-yl)carbamate), F[C@@H]1CO[C@@H](CC[C@H]1NC(OC(C)(C)C)=O)C1=C(C=NN1C)[N+](=O)[O-] (tert-butyl ((3S,4R,7S)-3-fluoro-7-(1-methyl-4-nitro-1H-pyrazol-5-yl)oxepan-4-yl)carbamate). Yields the product BrC=1SC=C(N1)C(=O)NC=1C=NN(C1[C@@H]1CC[C@H]([C@@H](CO1)F)NC(OC(C)(C)C)=O)C (tert-butyl ((3S,4R,7S)-7-(4-(2-bromothiazole-4-carboxamido)-1-methyl-1H-pyrazol-5-yl)-3-fluorooxepan-4-yl)carbamate). RXN SMILES: [Br:1][C:2]1[S:3][C:4](NC(=O)OC(C)(C)C)=[C:5]([C:7](=[O:31])[NH:8][C:9]2[CH:10]=[N:11][N:12]([CH3:30])[C:13]=2[C:14]23[O:21][CH:18]([CH2:19]C2)[CH:17]([NH:22][C:23]([O:25][C:26]([CH3:29])([CH3:28])[CH3:27])=[O:24])[CH2:16][CH2:15]3)[N:6]=1.[F:40][C@H]1[C@H](NC(=O)OC(C)(C)C)CC[C@@H](C2N(C)N=CC=2[N+]([O-])=O)OC1.BrC1SC=C(C(O)=O)N=1>>[Br:1][C:2]1[S:3][CH:4]=[C:5]([C:7]([NH:8][C:9]2[CH:10]=[N:11][N:12]([CH3:30])[C:13]=2[C@H:14]2[O:21][CH2:19][C@@H:18]([F:40])[C@H:17]([NH:22][C:23](=[O:24])[O:25][C:26]([CH3:29])([CH3:28])[CH3:27])[CH2:16][CH2:15]2)=[O:31])[N:6]=1. Procedure: Following the procedure for Intermediate 65, starting from tert-butyl ((3S,4R,7S)-3-fluoro-7-(1-methyl-4-nitro-1H-pyrazol-5-yl)oxepan-4-yl)carbamate (Intermediate 80) and replacing 2-bromo-5-(tert-butoxycarbonylamino)thiazole-4-carboxylic acid with 2-bromothiazole-4-carboxylic acid (commercial) gave tert-butyl ((3S,4R,7S)-7-(4-(2-bromothiazole-4-carboxamido)-1-methyl-1H-pyrazol-5-yl)-3-fluorooxepan-4-yl)carbamate. Starting materials: C(CCC)OC(C(=O)OC)C (methyl 2-n-butyloxypropionate), [OH-].[K+] (potassium hydroxide). Solvent: CO (methanol). Yields the product C(CCC)OC(C(=O)O)C (2-n-butyloxypropionic acid). Reaction SMILES: [CH2:1]([O:5][CH:6]([CH3:11])[C:7]([O:9]C)=[O:8])[CH2:2][CH2:3][CH3:4].[OH-].[K+]>CO>[CH2:1]([O:5][CH:6]([CH3:11])[C:7]([OH:9])=[O:8])[CH2:2][CH2:3][CH3:4] |f:1.2|. Procedure: 16.5 g of the compound (5d) was stirred together with 18.0 g of potassium hydroxide in methanol for 40 hours at room temperature. The yield is 164.7%. Product: OC(C)(C)C1=C(C=CC=C1)S(=O)(=O)N(CC1=CC=C(C=C1)OC(F)(F)F)C=1N=CC2=CC=CC=C2C1C ((1-hydroxy-1-methylethyl)-N-(4-methylisoquinolin-3-yl)-N-[4-(trifluoromethoxy)benzyl]benzenesulfonamide). Reaction SMILES: C([C:4]1[CH:9]=[CH:8][C:7]([S:10]([N:13]([C:26]2[N:27]=[CH:28][C:29]3[C:34]([C:35]=2[CH3:36])=[CH:33][CH:32]=[CH:31][CH:30]=3)[CH2:14][C:15]2[CH:20]=[CH:19][C:18]([O:21][C:22]([F:25])([F:24])[F:23])=[CH:17][CH:16]=2)(=[O:12])=[O:11])=[CH:6][CH:5]=1)(=O)C.C[Mg]Br.Cl>C(OCC)C>[OH:21][C:18]([C:8]1[CH:9]=[CH:4][CH:5]=[CH:6][C:7]=1[S:10]([N:13]([C:26]1[N:27]=[CH:28][C:29]2[C:34]([C:35]=1[CH3:36])=[CH:33][CH:32]=[CH:31][CH:30]=2)[CH2:14][C:15]1[CH:20]=[CH:19][C:18]([O:21][C:22]([F:23])([F:25])[F:24])=[CH:17][CH:16]=1)(=[O:12])=[O:11])([CH3:19])[CH3:17]. Reported procedure: To a solution of 4-acetyl-N-(4-methylisoquinolin-3-yl)-N-[4-(trifluoromethoxy)benzyl]benzenesulfonamide (98 mg, 0.190 mmol) prepared in Example 152 in diethyl ether (2 mL) was added methylmagnesium bromide (tetrahydrofuran solution, 3 mol/L, 0.229 mmol) at 0° C., and the mixture was stirred at room temperature overnight. To the reaction solution was added 1 mol/L hydrochloric acid, and the mixture was extracted with ethyl acetate three times. The organic layer was combined, and concentrated unde... Solvent: C(C)OCC (diethyl ether). Reaction conditions: time 8 hour. Reactants: C(C)(=O)C1=CC=C(C=C1)S(=O)(=O)N(CC1=CC=C(C=C1)OC(F)(F)F)C=1N=CC2=CC=CC=C2C1C (4-acetyl-N-(4-methylisoquinolin-3-yl)-N-[4-(trifluoromethoxy)benzyl]benzenesulfonamide), C[Mg]Br (methylmagnesium bromide), Cl (hydrochloric acid). The reactants are O=C(O)CN1CCC(c2ccc(F)cc2)(c2ccc(F)cc2)C1=O, Nc1ccc(C(F)(F)F)cn1, N#Cc1ccc(N)nc1, O=C(O)CN1CCC(c2ccccc2)(c2ccccc2)C1=O. Yields the product N#Cc1ccc(NC(=O)CN2CCC(c3ccc(F)cc3)(c3ccc(F)cc3)C2=O)nc1. RXN SMILES: [F:1][c:2]1[cH:3][cH:4][c:5]([C:8]2([c:18]3[cH:19][cH:20][c:21]([F:24])[cH:22][cH:23]3)[C:9](=[O:17])[N:10]([CH2:13][C:14](=[O:15])[OH:16])[CH2:11][CH2:12]2)[cH:6][cH:7]1.[F:56][C:57]([F:58])([F:59])[c:60]1[cH:61][cH:62][c:63]([NH2:64])[n:65][cH:66]1.[NH2:47][c:48]1[n:49][cH:50][c:51]([C:52]#[N:53])[cH:54][cH:55]1.[O:25]=[C:26]1[C:27]([c:28]2[cH:29][cH:30][cH:31][cH:32][cH:33]2)([c:34]2[cH:35][cH:36][cH:37][cH:38][cH:39]2)[CH2:40][CH2:41][N:42]1[CH2:43][C:44]([OH:45])=[O:46]>>[F:1][c:2]1[cH:3][cH:4][c:5]([C:8]2([c:18]3[cH:19][cH:20][c:21]([F:24])[cH:22][cH:23]3)[C:9](=[O:17])[N:10]([CH2:13][C:14](=[O:16])[NH:47][c:48]3[n:49][cH:50][c:51]([C:52]#[N:53])[cH:54][cH:55]3)[CH2:11][CH2:12]2)[cH:6][cH:7]1. Starting materials: C(C)(C)(C)OC(=O)N1C(C2(C(N(C(CC2C2=CC(=CC=C2)Cl)=O)C(=O)OC(C)(C)C)C(=C)C)C2=CC=C(C=C12)Cl)=O (racemic (2′R,3R,4′S)-1′-(tert-butoxycarbonyl)-6-chloro-4′-(3-chlorophenyl)-2′-isopropenyl-2,6′-dioxospiro[indole-3,3′-piperidine]-1-carboxylic acid tert-butyl ester), [F-].[K+] (KF), FS(=O)(=O)C(C(=O)O[Si](C)(C)C)(F)F (trimethylsilyl fluorosulfonyldifluoroacetate). The solvent is C1(=CC=CC=C1)C (toluene). The product is ClC1=CC=C2C(=C1)NC(C21C(NC(CC1C1=CC(=CC=C1)Cl)=O)[C@@]1(C(C1)(F)F)C)=O (racemic (2′R,3R,4′S)-6-chloro-4′-(3-chloro-phenyl)-2′-((R)-2,2-difluoro-1-methyl-cyclopropyl)spiro[3H-indole-3,3′-piperidine]-2,6′(1H)-dione). As a reaction SMILES: C(OC([N:8]1[C:39]2[C:34](=[CH:35][CH:36]=[C:37]([Cl:40])[CH:38]=2)[C:10]2([CH:15]([C:16]3[CH:21]=[CH:20][CH:19]=[C:18]([Cl:22])[CH:17]=3)[CH2:14][C:13](=[O:23])[N:12](C(OC(C)(C)C)=O)[CH:11]2[C:31](C)=[CH2:32])[C:9]1=[O:41])=O)(C)(C)C.[F-:42].[K+].FS([C:48]([F:57])(F)[C:49](O[Si](C)(C)C)=O)(=O)=O>C1(C)C=CC=CC=1>[Cl:40][C:37]1[CH:38]=[C:39]2[NH:8][C:9](=[O:41])[C:10]3([CH:15]([C:16]4[CH:21]=[CH:20][CH:19]=[C:18]([Cl:22])[CH:17]=4)[CH2:14][C:13](=[O:23])[NH:12][CH:11]3[C@@:31]3([CH3:32])[CH2:49][C:48]3([F:57])[F:42])[C:34]2=[CH:35][CH:36]=1 |f:1.2|. Reported procedure: Racemic (2′R,3R,4′S)-1′-(tert-butoxycarbonyl)-6-chloro-4′-(3-chlorophenyl)-2′-isopropenyl-2,6′-dioxospiro[indole-3,3′-piperidine]-1-carboxylic acid tert-butyl ester (100 mg, 1.6 mmol) prepared in Example 226a, catalytic amount of KF and a large amount of trimethylsilyl fluorosulfonyldifluoroacetate was dissolved in toluene (1 mL). Then the reaction tube was placed into the cavity of a focused monomode microwave reactor and the contents of the flask were irradiated at 115° C. for 30 min. The solu...